Dataset: the Open Reaction Database (ORD), a public repository of structured organic reaction records. Task: describe an organic reaction: reactants, conditions, products, and yield Starting materials: C(#N)C=1C=CC(=C(C(=O)OC)C1)NC1CCCC1 (methyl 5-cyano-2-(cyclopentylamino)benzoate), [OH-].[Na+] (sodium hydroxide), Cl (hydrochloric acid). The solvent is CO (methanol). Yields the product C(#N)C=1C=CC(=C(C(=O)O)C1)NC1CCCC1 (5-cyano-2-(cyclopentylamino)benzoic acid). Yield: 99.2%. As a reaction SMILES: [C:1]([C:3]1[CH:4]=[CH:5][C:6]([NH:13][CH:14]2[CH2:18][CH2:17][CH2:16][CH2:15]2)=[C:7]([CH:12]=1)[C:8]([O:10]C)=[O:9])#[N:2].[OH-].[Na+].Cl>CO>[C:1]([C:3]1[CH:4]=[CH:5][C:6]([NH:13][CH:14]2[CH2:18][CH2:17][CH2:16][CH2:15]2)=[C:7]([CH:12]=1)[C:8]([OH:10])=[O:9])#[N:2] |f:1.2|. Reported procedure: A mixture of methyl 5-cyano-2-(cyclopentylamino)benzoate (2.30 g), methanol (100 mL) and 1N-sodium hydroxide solution (20 mL) was heated for 2 hours under reflux. The reaction mixture was acidified with 1N-hydrochloric acid to pH 4 and the organic solvent was removed by evaporation. The aqueous layer was diluted with water and extracted with ethyl acetate. The organic layer was washed with water and brine and dried over magnesium sulfate. Then, the resultant was evaporated in vacuo to give 5-cya...